Dataset: the Open Reaction Database (ORD), a public repository of structured organic reaction records. Task: describe an organic reaction: reactants, conditions, products, and yield Reaction SMILES: [C:1]1([CH2:7][CH2:8][C:9]2[N:13]([CH2:14][C:15]3[CH:20]=[CH:19][C:18]([CH2:21][OH:22])=[CH:17][CH:16]=3)[N:12]=[C:11]([C:23]3[CH:28]=[CH:27][C:26]([C:29]([F:32])([F:31])[F:30])=[CH:25][CH:24]=3)[CH:10]=2)[CH:6]=[CH:5][CH:4]=[CH:3][CH:2]=1>[O-2].[O-2].[Mn+4].O1CCCC1>[C:1]1([CH2:7][CH2:8][C:9]2[N:13]([CH2:14][C:15]3[CH:20]=[CH:19][C:18]([CH:21]=[O:22])=[CH:17][CH:16]=3)[N:12]=[C:11]([C:23]3[CH:24]=[CH:25][C:26]([C:29]([F:32])([F:31])[F:30])=[CH:27][CH:28]=3)[CH:10]=2)[CH:6]=[CH:5][CH:4]=[CH:3][CH:2]=1 |f:1.2.3|. Procedure details: A mixture of [4-({5-(2-phenylethyl)-3-[4-(trifluoromethyl)phenyl]-1H-pyrazol-1-yl}methyl)phenyl]methanol (2.00 g, 4.58 mmol), manganese dioxide (7.00 g, 80.5 mmol) and tetrahydrofuran (50 mL) was stirred at room temperature for 2 hr. The insoluble material was filtered off and the filtrate was concentrated to give the title compound (1.70 g, yield 86%) as colorless crystals. Reaction conditions: time 2 hour. Yield: 85.4%. The reagents and catalysts are [O-2].[O-2].[Mn+4] (manganese dioxide). Run in O1CCCC1 (tetrahydrofuran). Yields the product C1(=CC=CC=C1)CCC1=CC(=NN1CC1=CC=C(C=O)C=C1)C1=CC=C(C=C1)C(F)(F)F (4-({5-(2-phenylethyl)-3-[4-(trifluoromethyl)phenyl]-1H-pyrazol-1-yl}methyl)benzaldehyde). The reactants are C1(=CC=CC=C1)CCC1=CC(=NN1CC1=CC=C(C=C1)CO)C1=CC=C(C=C1)C(F)(F)F ([4-({5-(2-phenylethyl)-3-[4-(trifluoromethyl)phenyl]-1H-pyrazol-1-yl}methyl)phenyl]methanol). Starting materials: C(C)(C)OC(C1=CC(=CC=C1)C#CC1=CC(=C(C=C1)CC(=O)OCC)F)=O (3-(4-ethoxycarbonylmethyl-3-fluoro-phenylethynyl)-benzoic acid isopropyl ester), C(C)(C)OC(C1=CC(=CC=C1)C#CC1=CC(=C(C=C1)CC(=O)OCC)F)=O (3-(4-ethoxycarbonylmethyl-3-fluoro-phenylethynyl)-benzoic acid isopropyl ester), solution, [OH-].[Li+] (lithium hydroxide). Run in C(C)(C)O (isopropanol), O1CCCC1 (tetrahydrofuran). Reaction conditions: time 40 minute. Product: C(C)(C)OC(C1=CC(=CC=C1)C#CC1=CC(=C(C=C1)CC(=O)O)F)=O (3-(4-Carboxymethyl-3-fluoro-phenylethynyl)-benzoic acid isopropyl ester). Yield: 97.9%. RXN SMILES: [CH:1]([O:4][C:5](=[O:27])[C:6]1[CH:11]=[CH:10][CH:9]=[C:8]([C:12]#[C:13][C:14]2[CH:19]=[CH:18][C:17]([CH2:20][C:21]([O:23]CC)=[O:22])=[C:16]([F:26])[CH:15]=2)[CH:7]=1)([CH3:3])[CH3:2].[OH-].[Li+]>C(O)(C)C.O1CCCC1>[CH:1]([O:4][C:5](=[O:27])[C:6]1[CH:11]=[CH:10][CH:9]=[C:8]([C:12]#[C:13][C:14]2[CH:19]=[CH:18][C:17]([CH2:20][C:21]([OH:23])=[O:22])=[C:16]([F:26])[CH:15]=2)[CH:7]=1)([CH3:3])[CH3:2] |f:1.2|. Procedure: A solution of 3-(4-ethoxycarbonylmethyl-3-fluoro-phenylethynyl)-benzoic acid isopropyl ester (Intermediate 138, 0.1 g, 0.27 mmol) in isopropanol (2 mL) and tetrahydrofuran (2 mL) was treated with a 2M solution of lithium hydroxide (1 mL, 2 mmol). After 40 min. at ambient temperature, the reaction mixture was concentrated in vacuo a bit, neutralized with 10% hydrochloric acid and the solid formed was filtered, washed with water and dried to afford the title compound (0.09 g, 97%). Reactants: [Br-], CCOC(=O)C1CCCc2sc(N)nc21, O=N[O-], [Na+], [Na+], O, O=S(=O)(O)O. The product is CCOC(=O)C1CCCc2sc(Br)nc21. As a reaction SMILES: [Br-:22].[CH2:6]([CH3:7])[O:8][C:9](=[O:10])[CH:11]1[CH2:12][CH2:13][CH2:14][c:15]2[c:16]1[n:17][c:18]([NH2:20])[s:19]2.[N:23]([O-:24])=[O:25].[Na+:21].[Na+:26].[OH2:27].[S:1](=[O:2])(=[O:3])([OH:4])[OH:5]>>[CH2:6]([CH3:7])[O:8][C:9](=[O:10])[CH:11]1[CH2:12][CH2:13][CH2:14][c:15]2[c:16]1[n:17][c:18]([Br:22])[s:19]2. Reactants: Cl.FC=1C(=C(C=C(C1)F)C1CCN(CC1)C(=O)C1=NNC=2CNCCC21)C(F)(F)F ((4-(3,5-Difluoro-2-(trifluoromethyl)phenyl)piperidin-1-yl)(4,5,6,7-tetrahydro-1H-pyrazolo[3,4-c]pyridin-3-yl)methanone Hydrochloride), BrCCC(F)(F)F (3-bromo-1,1,1-trifluoropropane), FC=1C(=C(C=C(C1)F)C1CCN(CC1)C(=O)C1=NNC2=C1CN(CC2)CCOC)C(F)(F)F ((4-(3,5-difluoro-2-(trifluoromethyl)phenyl)piperidin-1-yl)(5-(2-methoxyethyl)-4,5,6,7-tetrahydro-1H-pyrazolo[4,3-c]pyridin-3-yl)methanone). Yields the product FC=1C(=C(C=C(C1)F)C1CCN(CC1)C(=O)C1=NNC2=C1CN(CC2)CCC(F)(F)F)C(F)(F)F ((4-(3,5-Difluoro-2-(trifluoromethyl)phenyl)piperidin-1-yl)(5-(3,3,3-trifluoropropyl)-4,5,6,7-tetrahydro-1H-pyrazolo[4,3-c]pyridin-3-yl)methanone). Reaction SMILES: Cl.FC1C([C:27]([F:30])([F:29])[F:28])=C(C2CCN(C(C3C4CCNCC=4NN=3)=O)CC2)C=C(F)C=1.BrCCC(F)(F)F.[F:38][C:39]1[C:40]([C:67]([F:70])([F:69])[F:68])=[C:41]([CH:46]2[CH2:51][CH2:50][N:49]([C:52]([C:54]3[C:58]4[CH2:59][N:60]([CH2:63][CH2:64]OC)[CH2:61][CH2:62][C:57]=4[NH:56][N:55]=3)=[O:53])[CH2:48][CH2:47]2)[CH:42]=[C:43]([F:45])[CH:44]=1>>[F:38][C:39]1[C:40]([C:67]([F:70])([F:69])[F:68])=[C:41]([CH:46]2[CH2:51][CH2:50][N:49]([C:52]([C:54]3[C:58]4[CH2:59][N:60]([CH2:63][CH2:64][C:27]([F:30])([F:29])[F:28])[CH2:61][CH2:62][C:57]=4[NH:56][N:55]=3)=[O:53])[CH2:48][CH2:47]2)[CH:42]=[C:43]([F:45])[CH:44]=1 |f:0.1|. Procedure details: Following general procedure GP-G2, (4-(3,5-difluoro-2-(trifluoromethyl)phenyl)piperidin-1-yl)(4,5,6,7-tetrahydro-1H-pyrazolo[3,4-c]pyridin-3-yl)methanone hydrochloride (60) and 3-bromo-1,1,1-trifluoropropane were converted to (4-(3,5-difluoro-2-(trifluoromethyl)phenyl)piperidin-1-yl)(5-(2-methoxyethyl)-4,5,6,7-tetrahydro-1H-pyrazolo[4,3-c]pyridin-3-yl)methanone as a white solid (41 mg, 51%): 1H NMR (500 MHz, DMSO-d6) δ 12.83 (m, 1H), 7.43 (m, 2H), 5.12 (m, 1H), 4.67 (m, 1H), 3.53 (m, 2H), 2.50-3... The reactants are FC1=C(C=CC=C1F)C1(CNCC1)O (3-(2,3-difluorophenyl)pyrrolidin-3-ol), C([O-])([O-])=O.[K+].[K+] (potassium carbonate), ICC (iodoethane). Solvent: C(C)#N (acetonitrile). The product is FC1=C(C=CC=C1F)C1(CN(CC1)CC)O (3-(2,3-DIFLUOROPHENYL)-1-ETHYLPYRROLIDIN-3-OL). As a reaction SMILES: [F:1][C:2]1[C:7]([F:8])=[CH:6][CH:5]=[CH:4][C:3]=1[C:9]1([OH:14])[CH2:13][CH2:12][NH:11][CH2:10]1.C(=O)([O-])[O-].[K+].[K+].I[CH2:22][CH3:23]>C(#N)C>[F:1][C:2]1[C:7]([F:8])=[CH:6][CH:5]=[CH:4][C:3]=1[C:9]1([OH:14])[CH2:13][CH2:12][N:11]([CH2:22][CH3:23])[CH2:10]1 |f:1.2.3|. Reported procedure: Preparation according to Example 2: 3-(2,3-difluorophenyl)pyrrolidin-3-ol (0.30 g, 1.50 mmol), acetonitrile (3 mL), potassium carbonate (0.21 g, 1.50 mmol), iodoethane (0.12 mL, 1.50 mmol). Microwave irradiation at 100° C. for 20 minutes. Purification by HPLC on Waters OBD C18, 5 μm (MeOH/33 mM NH3, 1:1). The amine was converted to the fumaric acid salt and recrystallized from ethanol/diethyl ether/diisopropyl ether: M.p. 119-120° C.; MS m/z (relative intensity, 70 eV) 227 (M+, 14), 212 (11), 14... Starting materials: C1(CC1)[Mg]Br (cyclopropylmagnesium bromide), ClC1=C(C=O)C=CC(=C1)C(F)(F)F (2-chloro-4-(trifluoromethyl)benzaldehyde), O (water), C(C)(=O)OCC (ethyl acetate). Solvent: C1CCOC1 (THF), C(C)OCC (diethyl ether). Run at time 8 hour. The product is ClC1=C(C=CC(=C1)C(F)(F)F)C(O)C1CC1 ([2-Chloro-4-(trifluoromethyl)phenyl](cyclopropyl)methanol). As a reaction SMILES: [CH:1]1([Mg]Br)[CH2:3][CH2:2]1.[Cl:6][C:7]1[CH:14]=[C:13]([C:15]([F:18])([F:17])[F:16])[CH:12]=[CH:11][C:8]=1[CH:9]=[O:10].O.C(OCC)(=O)C>C1COCC1.C(OCC)C>[Cl:6][C:7]1[CH:14]=[C:13]([C:15]([F:16])([F:17])[F:18])[CH:12]=[CH:11][C:8]=1[CH:9]([CH:1]1[CH2:3][CH2:2]1)[OH:10]. Procedure: 84 ml (41.9 mmol) of 0.5N cyclopropylmagnesium bromide solution in THF were added to 5.83 g (30.0 mmol) of 2-chloro-4-(trifluoromethyl)benzaldehyde in 117 ml of diethyl ether at 0° C., and the mixture was warmed to RT and stirred at RT overnight. The reaction mixture was added to water and ethyl acetate, the phases were separated, the aqueous phase was extracted three times with ethyl acetate, and the combined organic phases were washed with saturated aqueous sodium chloride solution, dried over... The reactants are Cl (HCl), Cl.F[C@@]12[C@H](C[C@]3([C@H]([C@@H]2C[C@@H](C2=CC(C=C[C@]12C)=O)F)C[C@H]1CNC[C@]13C(COC(C)=O)=O)C)O (Acetic acid 2-((4aS,4bR,5S,6aS,6bS,9aR,10aS,10bS,12S)-4b,12-difluoro-5-hydroxy-4a,6a-dimethyl-2-oxo-2,4b,5,6,6a,7,8,9,9a,10,10a,10b,11,12-tetradecahydro-4aH-8-aza-pentaleno[2,1-a]phenanthren-6b-yl)-2-oxo-ethyl ester hydrochloride), Cl (HCl). The product is Cl.O[C@H]1C[C@]2([C@H]([C@@H]3CCC4=CC(C=C[C@@]4([C@@H]13)C)=O)C[C@H]1CNC[C@]12C(CO)=O)C ((4aR,4bS,5S,6aS,6bS,9aR,10aS,10bS)-5-Hydroxy-6b-(2-hydroxy-acetyl)-4a,6a-dimethyl-4b,5,6,6a,6b,7,8,9,9a,10,10a,10b,11,12-tetradecahydro-4aH-8-aza-pentaleno[2,1-a]phenanthren-2-one hydrochloride). Solvent: O1CCOCC1 (dioxane), CO (MeOH). Reaction SMILES: [ClH:1].F[C@@:3]12[C@:16]3([CH3:17])[C:11](=[CH:12][C:13](=[O:18])[CH:14]=[CH:15]3)[C@@H:10](F)[CH2:9][C@H:8]1[C@@H:7]1[CH2:20][C@@H:21]3[C@:25]([C:26](=[O:32])[CH2:27][O:28]C(=O)C)([C@@:6]1([CH3:33])[CH2:5][C@@H:4]2[OH:34])[CH2:24][NH:23][CH2:22]3.Cl>CO.O1CCOCC1>[ClH:1].[OH:34][C@@H:4]1[C@H:3]2[C@@H:8]([CH2:9][CH2:10][C:11]3[C@:16]2([CH3:17])[CH:15]=[CH:14][C:13](=[O:18])[CH:12]=3)[C@@H:7]2[CH2:20][C@@H:21]3[C@:25]([C:26](=[O:32])[CH2:27][OH:28])([C@@:6]2([CH3:33])[CH2:5]1)[CH2:24][NH:23][CH2:22]3 |f:0.1,5.6|. The yield is 100.0%. Procedure: In a closed vessel compound 20 (300 mg, 0.600 mmol) is dissolved in MeOH, HCl (0.045 ml, 0.180 mmol) in dioxane is added and the mixture is stirred at room temperature for 10 days, then further HCl (0.045 ml, 0.180 mmol) is added and the reaction mixture is stirred for further 2 days. The reaction mixture is concentrated to dryness affording the title compound (253 mg, 0.600 mmol, 100% yield). Reaction conditions: time 10 day. The reactants are C(C1=CC=CC=C1)OC1=CC=C(C=C1)C1=CC=C(C=C1)OC(F)(F)F (4-benzyloxy-4′-(trifluoromethoxy)biphenyl), [H][H] (hydrogen). Reagents/catalysts: [OH-].[Pd+2].[OH-] (palladium hydroxide). The solvent is C(C)(=O)OCC (ethyl acetate). Run at time 8 hour. Product: OC1=CC=C(C=C1)C1=CC=C(C=C1)OC(F)(F)F (4-hydroxy-4′-(trifluoromethoxy)biphenyl). Isolated yield 67.7%. Reaction SMILES: C([O:8][C:9]1[CH:14]=[CH:13][C:12]([C:15]2[CH:20]=[CH:19][C:18]([O:21][C:22]([F:25])([F:24])[F:23])=[CH:17][CH:16]=2)=[CH:11][CH:10]=1)C1C=CC=CC=1.[H][H]>[OH-].[Pd+2].[OH-].C(OCC)(=O)C>[OH:8][C:9]1[CH:14]=[CH:13][C:12]([C:15]2[CH:20]=[CH:19][C:18]([O:21][C:22]([F:23])([F:24])[F:25])=[CH:17][CH:16]=2)=[CH:11][CH:10]=1 |f:2.3.4|. Reported procedure: A reaction mixture comprising 3.0 g of 4-benzyloxy-4′-(trifluoromethoxy)biphenyl, 0.1 g of palladium hydroxide and 30 ml of ethyl acetate was filled with hydrogen gas, and stirred at room temperature for 8 hours. The reaction mixture was filtered, and the solvent of the filtrate was evaporated away. The resulting residue was recrystallized from heptane, and 1.5 g of 4-hydroxy-4′-(trifluoromethoxy)biphenyl was obtained. m.p.: 140-140.5° C. Reactants: P(Cl)(Cl)(Cl)(Cl)Cl (phosphorous pentachloride), ClS(=O)(=O)O (chlorosulfonic acid), FCCCC1=CC=CC=C1 ((3-fluoro-propyl)-benzene). The solvent is ClCCl (dichloromethane), ClCCl (dichloromethane), ClCCl (dichloromethane). Conditions: temperature 2.5 celsius, time 45 minute. The product is FCCCC1=CC=C(C=C1)S(=O)(=O)Cl (4-(3-Fluoropropyl)-benzenesulfonyl Chloride). Isolated yield 78.3%. Reaction SMILES: [F:1][CH2:2][CH2:3][CH2:4][C:5]1[CH:10]=[CH:9][CH:8]=[CH:7][CH:6]=1.[Cl:11][S:12](O)(=[O:14])=[O:13].P(Cl)(Cl)(Cl)(Cl)Cl>ClCCl>[F:1][CH2:2][CH2:3][CH2:4][C:5]1[CH:10]=[CH:9][C:8]([S:12]([Cl:11])(=[O:14])=[O:13])=[CH:7][CH:6]=1. Procedure: 4.1 g of (3-fluoro-propyl)-benzene (29.67 mmol) were dissolved in 40 ml of dichloromethane. At 0-5° C., 6.91 g of chlorosulfonic acid (59.34 mmol), dissolved in 10 ml of dichloromethane, were added dropwise. The reaction mixture was stirred for 45 min at 0-5° C. and then added to a solution of 6.8 g of phosphorous pentachloride (32.63 mmol) dissolved in 50 ml of dichloromethane. The reaction mixture was stirred for 1 h at 5-10° C. The solvent was evaporated, 150 ml of diethyl ether were added, t... Starting materials: [Cl-].[Al+3].[Cl-].[Cl-] (aluminium(III) chloride), CC(=O)OC(=O)C (acetanhydride), CN(C)C=O (DMF), CC1=CC=CC2=C1NC(O2)=O (4-methylbenzo[d]oxazol-2(3H)-one). Solvent: O (water). Conditions: temperature 80 celsius, time 1 hour. Product: C(C)(=O)C1=CC2=C(NC(O2)=O)C(=C1)C (6-acetyl-4-methylbenzo[d]oxazol-2(3H)-one). Reaction SMILES: [Cl-].[Al+3].[Cl-].[Cl-].CN(C=O)C.[CH3:10][C:11]1[C:16]2[NH:17][C:18](=[O:20])[O:19][C:15]=2[CH:14]=[CH:13][CH:12]=1.[CH3:21][C:22](OC(C)=O)=[O:23]>O>[C:22]([C:13]1[CH:12]=[C:11]([CH3:10])[C:16]2[NH:17][C:18](=[O:20])[O:19][C:15]=2[CH:14]=1)(=[O:23])[CH3:21] |f:0.1.2.3|. Procedure details: 20.0 g (149.99 mmol) aluminium(III) chloride were combined with 5.0 mL DMF, with cooling. After 15 min stirring, first of all 5.0 g (33.52 mmol) 4-methylbenzo[d]oxazol-2(3H)-one and then 5.0 mL (52.90 mmol) acetanhydride were added and the mixture was stirred for 1 h at 80° C. The cooled reaction mixture was mixed with water. The precipitate formed was suction filtered, washed and dried.